describe an organic reaction: reactants, conditions, products, and yield From a dataset of the Open Reaction Database (ORD), a public repository of structured organic reaction records. The reactants are CSC=1C=C(C=CC1)C1=NN=C2N1N=C(C=C2)N2CCCCC2 (3-[3-(methylsulfanyl)phenyl]-6-piperidin-1-yl-1,2,4-triazolo[4,3-b]pyridazine), ClC1=CC(=CC=C1)C(=O)OO (3-chloroperbenzoic acid), O (water). Run in C(Cl)Cl (methylene chloride), C(Cl)Cl (methylene chloride). Reaction conditions: time 13 hour. Product: CS(=O)(=O)C=1C=C(C=CC1)C1=NN=C2N1N=C(C=C2)N2CCCCC2 (3-[3-(methylsulfonyl)phenyl]-6-piperidin-1-yl-1,2,4-triazolo[4,3-b]pyridazine). RXN SMILES: [CH3:1][S:2][C:3]1[CH:4]=[C:5]([C:9]2[N:13]3[N:14]=[C:15]([N:18]4[CH2:23][CH2:22][CH2:21][CH2:20][CH2:19]4)[CH:16]=[CH:17][C:12]3=[N:11][N:10]=2)[CH:6]=[CH:7][CH:8]=1.ClC1C=CC=C(C(OO)=[O:32])C=1.[OH2:35]>C(Cl)Cl>[CH3:1][S:2]([C:3]1[CH:4]=[C:5]([C:9]2[N:13]3[N:14]=[C:15]([N:18]4[CH2:23][CH2:22][CH2:21][CH2:20][CH2:19]4)[CH:16]=[CH:17][C:12]3=[N:11][N:10]=2)[CH:6]=[CH:7][CH:8]=1)(=[O:32])=[O:35]. Procedure: To a solution of 3-[3-(methylsulfanyl)phenyl]-6-piperidin-1-yl-1,2,4-triazolo[4,3-b]pyridazine (550 mg) in methylene chloride (30 ml), 3-chloroperbenzoic acid (1.25 g) was added at room temperature, and the mixture was stirred for 13 hours. The reaction solution was combined with water, and diluted with methylene chloride. The organic phase washed successively with water, 1M aqueous solution of sodium hydroxide and brine, dried over anhydrous sodium sulfate, and concentrated under reduced pressu... Procedure details: (1.25 g, 83%) was obtained from (S)-2-((((9H-fluoren-9-yl)methoxy)carbonyl)amino)-3-(1H-indol-3-yl)propanoic acid and 1-iodo-3-propoxybenzene using the procedure described for (S)-2-((((9H-fluoren-9-yl)methoxy)carbonyl)amino)-3-(2-(3-methoxyphenyl)-1H-indol-3-yl)propanoic acid. 1H NMR (400 MHz, chloroform-d) δ 8.28 (s, 1H), 7.80-7.70 (m, 3H), 7.53-7.09 (m, 13H), 6.94-6.87 (m, 1H), 5.23 (d, J=8.0 Hz, 1H), 4.68 (d, J=6.0 Hz, 1H), 4.22-4.15 (m, 2H), 3.93 (t, J=6.7 Hz, 2H), 3.60 (d, J=5.3 Hz, 1H), 3... The reactants are C1=CC=CC=2C3=CC=CC=C3C(C12)COC(=O)N[C@H](C(=O)O)CC1=C(NC2=CC=CC=C12)C1=CC(=CC=C1)OC ((S)-2-((((9H-fluoren-9-yl)methoxy)carbonyl)amino)-3-(2-(3-methoxyphenyl)-1H-indol-3-yl)propanoic acid), O (water), O (water), C(C)#N (acetonitrile), C(C)#N (acetonitrile), CO (MeOH). Reaction SMILES: [CH:1]1[C:13]2[CH:12]([CH2:14][O:15][C:16]([NH:18][C@@H:19]([CH2:23][C:24]3[C:32]4[C:27](=[CH:28][CH:29]=[CH:30][CH:31]=4)[NH:26][C:25]=3[C:33]3[CH:38]=[CH:37][CH:36]=[C:35]([O:39][CH3:40])[CH:34]=3)[C:20]([OH:22])=[O:21])=[O:17])[C:11]3[C:6](=[CH:7][CH:8]=[CH:9][CH:10]=3)[C:5]=2[CH:4]=[CH:3][CH:2]=1.CO.O.[C:44](#N)[CH3:45]>>[CH:1]1[C:13]2[CH:12]([CH2:14][O:15][C:16]([NH:18][C@@H:19]([CH2:23][C:24]3[C:32]4[C:27](=[CH:28][CH:29]=[CH:30][CH:31]=4)[NH:26][C:25]=3[C:33]3[CH:38]=[CH:37][CH:36]=[C:35]([O:39][CH2:40][CH2:44][CH3:45])[CH:34]=3)[C:20]([OH:22])=[O:21])=[O:17])[C:11]3[C:6](=[CH:7][CH:8]=[CH:9][CH:10]=3)[C:5]=2[CH:4]=[CH:3][CH:2]=1. Yields the product C1=CC=CC=2C3=CC=CC=C3C(C12)COC(=O)N[C@H](C(=O)O)CC1=C(NC2=CC=CC=C12)C1=CC(=CC=C1)OCCC ((S)-2-((((9H-fluoren-9-yl)methoxy)carbonyl)amino)-3-(2-(3-propoxyphenyl)-1H-indol-3-yl)propanoic acid). The reactants are Cl.Cl.NC[C@H]1CN(CCO1)CC1=CC(=C(C=C1)Cl)Cl ((2S)-2-Aminomethyl-4-(3,4-dichlorobenzyl)morpholine dihydrochloride), C(O)([O-])=O.[Na+] (sodium hydrogen carbonate), ClCC(=O)Cl (chloroacetyl chloride). Solvent: C(Cl)(Cl)Cl (chloroform). Reaction conditions: time 3 hour. The product is ClC=1C=C(CN2C[C@@H](OCC2)CNC(CCl)=O)C=CC1Cl ((2S)-N-{[4-(3,4-dichlorobenzyl)morpholin-2-yl]methyl}chloroacetamide). As a reaction SMILES: Cl.Cl.[NH2:3][CH2:4][C@@H:5]1[O:10][CH2:9][CH2:8][N:7]([CH2:11][C:12]2[CH:17]=[CH:16][C:15]([Cl:18])=[C:14]([Cl:19])[CH:13]=2)[CH2:6]1.C(=O)([O-])O.[Na+].[Cl:25][CH2:26][C:27](Cl)=[O:28]>C(Cl)(Cl)Cl>[Cl:19][C:14]1[CH:13]=[C:12]([CH:17]=[CH:16][C:15]=1[Cl:18])[CH2:11][N:7]1[CH2:8][CH2:9][O:10][C@@H:5]([CH2:4][NH:3][C:27](=[O:28])[CH2:26][Cl:25])[CH2:6]1 |f:0.1.2,3.4|. Procedure: (2S)-2-Aminomethyl-4-(3,4-dichlorobenzyl)morpholine dihydrochloride (30.5 g) was added to chloroform (400 mL) and saturated aqueous sodium hydrogen carbonate solution (400 mL). After dropwise addition of chloroacetyl chloride (7.7 mL) under ice-cooling, and the mixture was stirred at room temperature for 3 hrs. After completion of the reaction, the mixture was extracted with chloroform. The extract was washed with saturated brine, dried over anhydrous sodium sulfate, and the solvent was evaporat... Reactants: [H][H] (Hydrogen), [H][H] (hydrogen), [N+](=O)([O-])C1=CC=C(CC=2C=NC=CC2)C=C1 (3-(4'-nitrobenzyl)pyridine), 7. The reagents and catalysts are [Pd] (Pd on carbon). Solvent: CO (methanol). Product: NC1=CC=C(CC=2C=NC=CC2)C=C1 (3-(4'-Aminobenzyl)pyridine). RXN SMILES: [N+:1]([C:4]1[CH:16]=[CH:15][C:7]([CH2:8][C:9]2[CH:10]=[N:11][CH:12]=[CH:13][CH:14]=2)=[CH:6][CH:5]=1)([O-])=O.[H][H]>CO.[Pd]>[NH2:1][C:4]1[CH:16]=[CH:15][C:7]([CH2:8][C:9]2[CH:10]=[N:11][CH:12]=[CH:13][CH:14]=2)=[CH:6][CH:5]=1. Procedure details: A solution of 3-(4'-nitrobenzyl)pyridine of Preparation 7 (7.924 g, 0.0370 mole) in methanol (100 ml) is shaken with 5% Pd on carbon and hydrogen in a Parr apparatus. Hydrogen uptake is complete within 45 min. The catalyst is removed by filtration through sintered glass. The solvent is removed under reduced pressure. The crystalline residue is recrystallized from methylene chloride-hexane with a first crop of 5.229 g; a second crop of 0.492 g; a third crop of 0.480 g; and a fourth crop of 0.137 ... The reactants are C(C)(=O)O[C@H]1[C@@H](O[C@@H]([C@H]1OC(C)=O)COC(C)=O)N1C=NC=2C(N)=NC(=NC12)F (2-fluoroadenosine-2',3',5'-tri-O-acetate), 2,6-difluoro-nebularine-2',3',5'-tri-O-acetate, N(=O)[O-].[Na+] (sodium nitrite), C(C)(=O)O[C@H]1[C@@H](O[C@@H]([C@H]1OC(C)=O)COC(C)=O)N1C=NC=2C(N)=NC(=NC12)N (2-aminoadenosine-2',3',5'-tri-O-acetate), N(=O)OC(C)(C)C (tert-butyl nitrite). The solvent is N1=CC=CC=C1 (pyridine), COCCOC (1,2-dimethoxy-ethane). The product is N (ammonia), C(C)(=O)O[C@H]1[C@@H](O[C@@H]([C@H]1OC(C)=O)COC(C)=O)N1C=NC=2C(N)=NC(=NC12)F (2-fluoroadenosine-2',3',5'-tri-O-acetate). As a reaction SMILES: C(O[C@@H]1[C@H](OC(=O)C)[C@@H](COC(=O)C)O[C@H]1[N:19]1C2N=C(N)N=C(N)C=2N=C1)(=O)C.N(OC(C)(C)C)=O.N([O-])=O.[Na+].[C:41]([O:44][C@@H:45]1[C@H:49]([O:50][C:51](=[O:53])[CH3:52])[C@@H:48]([CH2:54][O:55][C:56](=[O:58])[CH3:57])[O:47][C@H:46]1[N:59]1[C:68]2[N:67]=[C:66]([F:69])[N:65]=[C:63]([NH2:64])[C:62]=2[N:61]=[CH:60]1)(=[O:43])[CH3:42]>COCCOC.N1C=CC=CC=1>[NH3:19].[C:41]([O:44][C@@H:45]1[C@H:49]([O:50][C:51](=[O:53])[CH3:52])[C@@H:48]([CH2:54][O:55][C:56](=[O:58])[CH3:57])[O:47][C@H:46]1[N:59]1[C:68]2[N:67]=[C:66]([F:69])[N:65]=[C:63]([NH2:64])[C:62]=2[N:61]=[CH:60]1)(=[O:43])[CH3:42] |f:2.3|. Reported procedure: It is further known in the literature that 2-aminoadenosine-2',3',5'-tri-O-acetate can be converted with tert-butyl nitrite or sodium nitrite in 50% HF/pyridine to a mixture of the corresponding 2-fluoroadenosine-2',3',5'-tri-O-acetate and 2,6-difluoro-nebularine-2',3',5'-tri-O-acetate, which, with dry ammonia gas in 1,2-dimethoxy-ethane, yields pure 2-fluoroadenosine-2',3',5'-tri-O-acetate in about a 60% yield (M. J. Robins, B. Uznanski, Can. J. Chem. 59, 2608 (1961)). A drawback of this proces...